Task: describe an organic reaction: reactants, conditions, products, and yield. Dataset: the Open Reaction Database (ORD), a public repository of structured organic reaction records The reactants are CC(=O)[O-], CCOC(C)=O, C=Cc1c(F)cccc1Cl, [Na+]. Product: CCc1c(F)cccc1Cl. Reaction SMILES: [CH3:12][C:13](=[O:14])[O-:15].[CH3:16][CH2:17][O:18][C:19](=[O:20])[CH3:21].[Cl:1][c:2]1[c:3]([CH:9]=[CH2:10])[c:4]([F:8])[cH:5][cH:6][cH:7]1.[Na+:11]>>[Cl:1][c:2]1[c:3]([CH2:9][CH3:10])[c:4]([F:8])[cH:5][cH:6][cH:7]1. Reactants: O=C1CCC(=O)N1Br, ClCCl, Cn1ccc(N)n1, CS(=O)(=O)c1ccc(C(CC2CCCC2)C(=O)O)cc1Cl, O, c1ccc(P(c2ccccc2)c2ccccc2)cc1, c1ccncc1. Product: Cn1ccc(NC(=O)C(CC2CCCC2)c2ccc(S(C)(=O)=O)c(Cl)c2)n1. Reaction SMILES: [Br:20][N:21]1[C:22](=[O:23])[CH2:24][CH2:25][C:26]1=[O:27].[CH2:62]([Cl:63])[Cl:64].[CH3:49][n:50]1[n:51][c:52]([NH2:55])[cH:53][cH:54]1.[Cl:28][c:29]1[cH:30][c:31]([CH:39]([C:40](=[O:41])[OH:42])[CH2:43][CH:44]2[CH2:45][CH2:46][CH2:47][CH2:48]2)[cH:32][cH:33][c:34]1[S:35](=[O:36])(=[O:37])[CH3:38].[OH2:65].[c:1]1([P:2]([c:3]2[cH:4][cH:5][cH:6][cH:7][cH:8]2)[c:9]2[cH:10][cH:11][cH:12][cH:13][cH:14]2)[cH:15][cH:16][cH:17][cH:18][cH:19]1.[cH:56]1[cH:57][cH:58][n:59][cH:60][cH:61]1>>[Cl:28][c:29]1[cH:30][c:31]([CH:39]([C:40](=[O:42])[NH:55][c:52]2[n:51][n:50]([CH3:49])[cH:54][cH:53]2)[CH2:43][CH:44]2[CH2:45][CH2:46][CH2:47][CH2:48]2)[cH:32][cH:33][c:34]1[S:35](=[O:36])(=[O:37])[CH3:38]. The reactants are CC(C)(C)n1nc(-c2cccc(OCc3c(Cl)cccc3Cl)c2)c2c(N)ncnc21, O=CO, Cl. Yields the product Nc1ncnc2[nH]nc(-c3cccc(OCc4c(Cl)cccc4Cl)c3)c12. Reaction SMILES: [C:1]([CH3:2])([CH3:3])([CH3:4])[n:5]1[n:6][c:7](-[c:15]2[cH:16][c:17]([O:21][CH2:22][c:23]3[c:24]([Cl:30])[cH:25][cH:26][cH:27][c:28]3[Cl:29])[cH:18][cH:19][cH:20]2)[c:8]2[c:9]1[n:10][cH:11][n:12][c:13]2[NH2:14].[CH:31]([OH:32])=[O:33].[ClH:34]>>[nH:5]1[n:6][c:7](-[c:15]2[cH:16][c:17]([O:21][CH2:22][c:23]3[c:24]([Cl:30])[cH:25][cH:26][cH:27][c:28]3[Cl:29])[cH:18][cH:19][cH:20]2)[c:8]2[c:9]1[n:10][cH:11][n:12][c:13]2[NH2:14]. Yields the product C(CC)C1=NC2=C(N1CC1=CC=C(C=C1)C1=C(CCC1)C(=O)O)C=CC=C2 (2-[4-[(2-Propyl-1H-benzimidazol-1-yl)methyl]phenyl]-1-cyclopentene-1-carboxylic Acid). As a reaction SMILES: [CH2:1]([C:4]1[N:8]([CH2:9][C:10]2[CH:15]=[CH:14][C:13]([C:16]3[CH2:20][CH2:19][CH2:18][C:17]=3[C:21]([O:23]C)=[O:22])=[CH:12][CH:11]=2)[C:7]2[CH:25]=[CH:26][CH:27]=[CH:28][C:6]=2[N:5]=1)[CH2:2][CH3:3].[OH-].[K+]>O1CCOCC1>[CH2:1]([C:4]1[N:8]([CH2:9][C:10]2[CH:15]=[CH:14][C:13]([C:16]3[CH2:20][CH2:19][CH2:18][C:17]=3[C:21]([OH:23])=[O:22])=[CH:12][CH:11]=2)[C:7]2[CH:25]=[CH:26][CH:27]=[CH:28][C:6]=2[N:5]=1)[CH2:2][CH3:3] |f:1.2|. Procedure: A mixture of methyl 2-[4-[(2-propyl-1H-benzimidazol-1-yl)methyl]phenyl]-1-cyclopentene-1-carboxylate (1.60 g, 4.27 mmol), 1N KOH (8.5 mL), and dioxane (8.5 mL) was heated under reflux for 1 h. The mixture was concentrated, diluted with water (10 mL), and extracted with ether (discarded). The aqueous phase was neutralized with 1N HCl (8.5 mL) and the white precipitate was collected by filtration. Trituration with EtOH gave 1.04 g (68%) of product, mp 224°-226° C. The solvent is O1CCOCC1 (dioxane). Isolated yield 67.6%. The reactants are C(CC)C1=NC2=C(N1CC1=CC=C(C=C1)C1=C(CCC1)C(=O)OC)C=CC=C2 (methyl 2-[4-[(2-propyl-1H-benzimidazol-1-yl)methyl]phenyl]-1-cyclopentene-1-carboxylate), [OH-].[K+] (KOH). Reactants: C(C=C)(=O)O (acrylic acid), Cl.CN(CCCN=C=NCC)C (1-(3-dimethylaminopropyl)-3-ethylcarbodiimide hydrochloride), C([O-])(O)=O.[Na+] (sodium bicarbonate), ClC=1C=C(C=CC1OCC1=NC=CC=C1)NC1=NC=NC2=CC=C(C=C12)NC([C@H](CC(C)C)N)=O ((2S)-2-amino-4-methyl-pentanoic acid {4-[3-chloro-4-(pyridin-2-ylmethoxy)-phenylamino]-quinazolin-6-yl}-amide). Solvent: N1=CC=CC=C1 (pyridine), C1CCOC1 (THF). Conditions: temperature 0 celsius. The product is ClC=1C=C(C=CC1OCC1=NC=CC=C1)NC1=NC=NC2=CC=C(C=C12)NC([C@H](CC(C)C)NC(C=C)=O)=O ((2S)-2-acryloylamino-4-methyl-pentanoic acid {4-[3-chloro-4-(pyridin-2-ylmethoxy)-phenylamino]-quinazolin-6-yl}-amide). RXN SMILES: [Cl:1][C:2]1[CH:3]=[C:4]([NH:16][C:17]2[C:26]3[C:21](=[CH:22][CH:23]=[C:24]([NH:27][C:28](=[O:35])[C@@H:29]([NH2:34])[CH2:30][CH:31]([CH3:33])[CH3:32])[CH:25]=3)[N:20]=[CH:19][N:18]=2)[CH:5]=[CH:6][C:7]=1[O:8][CH2:9][C:10]1[CH:15]=[CH:14][CH:13]=[CH:12][N:11]=1.[C:36](O)(=[O:39])[CH:37]=[CH2:38].Cl.CN(C)CCCN=C=NCC.C(=O)(O)[O-].[Na+]>C1COCC1.N1C=CC=CC=1>[Cl:1][C:2]1[CH:3]=[C:4]([NH:16][C:17]2[C:26]3[C:21](=[CH:22][CH:23]=[C:24]([NH:27][C:28](=[O:35])[C@@H:29]([NH:34][C:36](=[O:39])[CH:37]=[CH2:38])[CH2:30][CH:31]([CH3:32])[CH3:33])[CH:25]=3)[N:20]=[CH:19][N:18]=2)[CH:5]=[CH:6][C:7]=1[O:8][CH2:9][C:10]1[CH:15]=[CH:14][CH:13]=[CH:12][N:11]=1 |f:2.3,4.5|. Procedure details: 480 mg of (2S)-2-amino-4-methyl-pentanoic acid {4-[3-chloro-4-(pyridin-2-ylmethoxy)-phenylamino]-quinazolin-6-yl}-amide was dissolved in 10 ml of THF, cooled to 0° C., and the resulting solution was treated with 0.1 ml of acrylic acid, 0.16 ml of pyridine and 376 mg of 1-(3-dimethylaminopropyl)-3-ethylcarbodiimide hydrochloride at 0° C. for 1 hour and at room temperature for 2 hours. The resulting solution was treated with saturated sodium bicarbonate, extracted with chloroform, dried over anhyd... Starting materials: C[Si](I)(C)C (trimethyliodosilane), Cl (hydrochloric acid), COC(C(\C=C(/CC=C)\CP(=O)(OCC)OCC)NC=O)=O (E-2-formylamino-4-diethylphosphonomethyl-3,6-heptadienoic acid methyl ester), S(=S)(=O)([O-])[O-].[Na+].[Na+] (sodium thiosulphate). Run in ClCCl (dichloromethane), C(C)O (ethanol). Reaction conditions: time 4 hour. The product is NC(C(=O)O)\C=C(/CC=C)\CP(=O)(O)O (E-2-amino-4-phosphonomethyl-3,6-heptadienoic acid). RXN SMILES: C[O:2][C:3](=[O:22])[CH:4]([NH:19]C=O)/[CH:5]=[C:6](/[CH2:10][P:11]([O:16]CC)([O:13]CC)=[O:12])\[CH2:7][CH:8]=[CH2:9].C[Si](C)(C)I.S([O-])([O-])(=O)=S.[Na+].[Na+].Cl>ClCCl.C(O)C>[NH2:19][CH:4](/[CH:5]=[C:6](/[CH2:10][P:11]([OH:16])([OH:13])=[O:12])\[CH2:7][CH:8]=[CH2:9])[C:3]([OH:22])=[O:2] |f:2.3.4|. Procedure: 0.74 g of E-2-formylamino-4-diethylphosphonomethyl-3,6-heptadienoic acid methyl ester is dissolved in 12 ml of dichloromethane, and 0.7 ml of trimethyliodosilane is added dropwise thereto. After stirring at room temperature for 4 hours, 1N sodium thiosulphate solution is added until the colour of the reaction solution becomes lighter. 10 ml of a 4.5N hydrochloric acid solution are then added to the reaction mixture, which is then stirred at room temperature for 30 minutes. The aqueous phase is s... The reactants are CC(C)(C)OC(=O)NCCC#Cc1ccccc1, ClCCl, O=C(O)C(F)(F)F. Yields the product NCCC#Cc1ccccc1. As a reaction SMILES: [C:1]([O:2][C:3](=[O:4])[NH:7][CH2:8][CH2:9][C:10]#[C:11][c:12]1[cH:13][cH:14][cH:15][cH:16][cH:17]1)([CH3:5])([CH3:6])[CH3:18].[Cl:19][CH2:20][Cl:21].[F:22][C:23]([F:24])([F:25])[C:26]([OH:27])=[O:28]>>[NH2:7][CH2:8][CH2:9][C:10]#[C:11][c:12]1[cH:13][cH:14][cH:15][cH:16][cH:17]1.